This data is from the Open Reaction Database (ORD), a public repository of structured organic reaction records. The task is: describe an organic reaction: reactants, conditions, products, and yield Reactants: C(C)C1=NNC(C2=CC=C(C=C12)OC)=O (4-ethyl-6-methoxy-2H-phthalazin-1-one), C(=O)([O-])[O-].[Na+].[Na+] (Na2CO3), N#N (N2), P(=O)(Cl)(Cl)Cl (phosphorous oxychloride). Run in C(C)#N (acetonitrile), O (water). Yields the product ClC1=NN=C(C2=CC(=CC=C12)OC)CC (1-Chloro-4-ethyl-6-methoxy-phthalazine). The yield is 89.0%. As a reaction SMILES: [CH2:1]([C:3]1[C:12]2[C:7](=[CH:8][CH:9]=[C:10]([O:13][CH3:14])[CH:11]=2)[C:6](=O)[NH:5][N:4]=1)[CH3:2].N#N.P(Cl)(Cl)([Cl:20])=O.C([O-])([O-])=O.[Na+].[Na+]>C(#N)C.O>[Cl:20][C:6]1[C:7]2[C:12](=[CH:11][C:10]([O:13][CH3:14])=[CH:9][CH:8]=2)[C:3]([CH2:1][CH3:2])=[N:4][N:5]=1 |f:3.4.5|. Procedure: A suspension of 4-ethyl-6-methoxy-2H-phthalazin-1-one (1.3 g, 6.76 mmoles), prepared as described in example 9, in dry acetonitrile (20 ml), under stirring and dry N2 at room temperature, was added with phosphorous oxychloride (2.07 g, 13.52 mmoles). The mixture was refluxed and after 2 hours cooled, brought to small volume, taken up in water, added with Na2CO3 in excess and extracted three times with CH2Cl2. The organic phases were anhydrified and brought to dryness to give 1.34 g of the title ... The reactants are BrC1=C(C=C(C(=C1)C(C)C)F)OC (2-bromo-4-isopropyl-5-fluoroanisole), C(CCC)[Li] (n-butyllithium), hexanes, B(OC(C)C)(OC(C)C)OC(C)C (triisopropyl borate), CN(C)CCN(C)C (TMEDA). Solvent: C1(=CC=CC=C1)C (toluene), C1(=CC=CC=C1)C (toluene). Reaction conditions: time 10 minute. Product: FC1=CC(=C(C=C1C(C)C)B(O)O)OC (4-Fluoro-5-isopropyl-2-methoxyphenylboronic acid). Yield: 83.0%. Reaction SMILES: Br[C:2]1[CH:7]=[C:6]([CH:8]([CH3:10])[CH3:9])[C:5]([F:11])=[CH:4][C:3]=1[O:12][CH3:13].C([Li])CCC.[B:19](OC(C)C)([O:24]C(C)C)[O:20]C(C)C.CN(CCN(C)C)C>C1(C)C=CC=CC=1>[F:11][C:5]1[C:6]([CH:8]([CH3:10])[CH3:9])=[CH:7][C:2]([B:19]([OH:24])[OH:20])=[C:3]([O:12][CH3:13])[CH:4]=1. Procedure details: A solution of 2-bromo-4-isopropyl-5-fluoroanisole (88 wt % in toluene, 10.44 g, 37.2 mmol) in anhydrous toluene was cooled to −10° C. under N2 atmosphere, and 2.5 M, n-butyllithium solution in hexanes (16.36 ml, 40.69 mmol) was added slowly. After stirring at the same temperature for 10 minutes, the resulting solution was transferred to a cooled solution of triisopropyl borate (14.53 ml, 61.3 mmol) and TMEDA (2.80 ml, 18.59 mmol) in toluene slowly at −20° C. After stirring for 30 minutes, the re... Reactants: FC1=C(C=C(C=C1)C=C[N+](=O)[O-])F (1,2-difluoro-4-(2-nitro-vinyl)benzene), [H-].[Al+3].[Li+].[H-].[H-].[H-] (lithium aluminum hydride). Run in CCOCC (ether), C1CCOC1 (THF). Reaction conditions: temperature 40 celsius. The product is FC=1C=C(C=CC1F)CCN (2-(3,4-difluoro-phenyl)-ethylamine). Isolated yield 63.6%. RXN SMILES: [F:1][C:2]1[CH:7]=[CH:6][C:5]([CH:8]=[CH:9][N+:10]([O-])=O)=[CH:4][C:3]=1[F:13].[H-].[Al+3].[Li+].[H-].[H-].[H-]>C1COCC1.CCOCC>[F:13][C:3]1[CH:4]=[C:5]([CH2:8][CH2:9][NH2:10])[CH:6]=[CH:7][C:2]=1[F:1] |f:1.2.3.4.5.6|. Procedure: To a solution of 1,2-difluoro-4-(2-nitro-vinyl)benzene (1.5 g) in THF (50 mL) is added dropwise lithium aluminum hydride (23 mL, 1M in ether) and the solution is heated at 40° C. for 3 hours. The solution is cooled, diluted with ether and quenched with Na2SO4.10H2O (104 g) overnight. The solid is filtered, and the solution is evaporated in vacuo and chromatographed on silica gel eluting with EtOAc to afford 2-(3,4-difluoro-phenyl)-ethylamine (0.81 g). MS: 170 (M+H); 1H NMR (300 MHz, CDCl3) □6.9-...